From a dataset of the Open Reaction Database (ORD), a public repository of structured organic reaction records. describe an organic reaction: reactants, conditions, products, and yield Run in O (water). The product is P(=O)(O)(O)CC1NC=2N(CC1)C=C(N2)C(=O)O (7-Phosphonomethyl-5,6,7,8-tetrahydro-imidazo[1,2-a]pyrimidine-2-carboxylic acid). Run at time 1.5 hour. RXN SMILES: [P:1]([CH2:5][C:6]1[CH:11]=[CH:10][N:9]2[CH:12]=[C:13]([C:15]([OH:17])=[O:16])[N:14]=[C:8]2[N:7]=1)([OH:4])([OH:3])=[O:2].Cl>[Pd].O>[P:1]([CH2:5][CH:6]1[CH2:11][CH2:10][N:9]2[CH:12]=[C:13]([C:15]([OH:17])=[O:16])[N:14]=[C:8]2[NH:7]1)([OH:3])([OH:4])=[O:2]. The reactants are P(=O)(O)(O)CC1=NC=2N(C=C1)C=C(N2)C(=O)O (7-phosphonomethyl-imidazo[1,2-a]pyrimidine-2-carboxylic acid), Cl (HCl). The reagents and catalysts are [Pd] (Pd on Carbon). Procedure: 7-phosphonomethyl-imidazo[1,2-a]pyrimidine-2-carboxylic acid 20 (8 mg) was introduced in a Parr bottle with 0.5N HCl (2 mL), water (10 mL) and Pd on Carbon (5%, 10 mg). The bottle was evacuated, filled with hydrogen (55 psi) and shaken for 1.5 hours at room temperature. The reduction mixture was then poured onto a strongly basic ion-exchange column (OH--, Amberlite). The product was eluted with IN HCl. Reactants: C1CCOC1, COCC1CCCN1, CCN(C(C)C)C(C)C, ClC(Cl)Cl, O=C1Nc2ccc(S(=O)(=O)Cl)cc2C1=O. Yields the product COCC1CCCN1S(=O)(=O)c1ccc2c(c1)C(=O)C(=O)N2. Reaction SMILES: [CH2:16]1[O:17][CH2:18][CH2:19][CH2:20]1.[CH3:30][O:31][CH2:32][CH:33]1[NH:34][CH2:35][CH2:36][CH2:37]1.[CH:21]([N:22]([CH2:23][CH3:24])[CH:25]([CH3:26])[CH3:27])([CH3:28])[CH3:29].[Cl:38][CH:39]([Cl:40])[Cl:41].[O:1]=[C:2]1[NH:3][c:4]2[cH:5][cH:6][c:7]([S:12](=[O:13])(=[O:14])[Cl:15])[cH:8][c:9]2[C:10]1=[O:11]>>[O:1]=[C:2]1[NH:3][c:4]2[cH:5][cH:6][c:7]([S:12](=[O:13])(=[O:14])[N:34]3[CH:33]([CH2:32][O:31][CH3:30])[CH2:37][CH2:36][CH2:35]3)[cH:8][c:9]2[C:10]1=[O:11]. Reactants: [Si](C)(C)(C(C)(C)C)OCCCN1C(NC2=C1C=C(C=C2)B2OC(C(O2)(C)C)(C)C)=O (1-(3-((Tert-Butyldimethylsilyl)oxy)propyl)-6-(4,4,5,5-tetramethyl-1,3,2-dioxaborolan-2-yl)-1H-benzo[d]imidazol-2(3H)-one), ClC=1C2=C(N(C([C@@H](N1)CC1=C(C=CC=C1)Cl)=O)CC1=CC=C(C=C1)OC)C=CC(=C2)Cl ((S)-5,7-dichloro-3-(2-chlorobenzyl)-1-(4-methoxybenzyl)-1H-benzo[e][1,4]diazepin-2(3H)-one). Reagents/catalysts: C=1C=CC(=CC1)[P](C=2C=CC=CC2)(C=3C=CC=CC3)[Pd]([P](C=4C=CC=CC4)(C=5C=CC=CC5)C=6C=CC=CC6)([P](C=7C=CC=CC7)(C=8C=CC=CC8)C=9C=CC=CC9)[P](C=1C=CC=CC1)(C=1C=CC=CC1)C=1C=CC=CC1 (Tetrakis(triphenylphosphine)palladium). Run in C(C)(=O)OCC (ethyl acetate), C1(=CC=CC=C1)C (toluene). Conditions: temperature 90 celsius. Yields the product [Si](C)(C)(C(C)(C)C)OCCCN1C(NC2=C1C=C(C=C2)C=2C1=C(N(C([C@@H](N2)CC2=C(C=CC=C2)Cl)=O)CC2=CC=C(C=C2)OC)C=CC(=C1)Cl)=O ((S)-5-(3-(3-((Tert-butyldimethylsilyl)oxy)propyl)-2-oxo-2,3-dihydro-1H-benzo[d]imidazol-5-yl)-7-chloro-3-(2-chlorobenzyl)-1-(4-methoxybenzyl)-1H-benzo[e][1,4]diazepin-2(3H)-one). Yield: 12.6%. Reaction SMILES: [Si:1]([O:8][CH2:9][CH2:10][CH2:11][N:12]1[C:16]2[CH:17]=[C:18](B3OC(C)(C)C(C)(C)O3)[CH:19]=[CH:20][C:15]=2[NH:14][C:13]1=[O:30])([C:4]([CH3:7])([CH3:6])[CH3:5])([CH3:3])[CH3:2].Cl[C:32]1[C:33]2[CH:60]=[C:59]([Cl:61])[CH:58]=[CH:57][C:34]=2[N:35]([CH2:48][C:49]2[CH:54]=[CH:53][C:52]([O:55][CH3:56])=[CH:51][CH:50]=2)[C:36](=[O:47])[C@H:37]([CH2:39][C:40]2[CH:45]=[CH:44][CH:43]=[CH:42][C:41]=2[Cl:46])[N:38]=1>C1(C)C=CC=CC=1.C(OCC)(=O)C.C1C=CC([P]([Pd]([P](C2C=CC=CC=2)(C2C=CC=CC=2)C2C=CC=CC=2)([P](C2C=CC=CC=2)(C2C=CC=CC=2)C2C=CC=CC=2)[P](C2C=CC=CC=2)(C2C=CC=CC=2)C2C=CC=CC=2)(C2C=CC=CC=2)C2C=CC=CC=2)=CC=1>[Si:1]([O:8][CH2:9][CH2:10][CH2:11][N:12]1[C:16]2[CH:17]=[C:18]([C:32]3[C:33]4[CH:60]=[C:59]([Cl:61])[CH:58]=[CH:57][C:34]=4[N:35]([CH2:48][C:49]4[CH:54]=[CH:53][C:52]([O:55][CH3:56])=[CH:51][CH:50]=4)[C:36](=[O:47])[C@H:37]([CH2:39][C:40]4[CH:45]=[CH:44][CH:43]=[CH:42][C:41]=4[Cl:46])[N:38]=3)[CH:19]=[CH:20][C:15]=2[NH:14][C:13]1=[O:30])([C:4]([CH3:7])([CH3:6])[CH3:5])([CH3:3])[CH3:2] |^1:78,80,99,118|. Procedure details: 1-(3-((Tert-Butyldimethylsilyl)oxy)propyl)-6-(4,4,5,5-tetramethyl-1,3,2-dioxaborolan-2-yl)-1H-benzo[d]imidazol-2(3H)-one (0.46 g, 1.06 mmol) and (S)-5,7-dichloro-3-(2-chlorobenzyl)-1-(4-methoxybenzyl)-1H-benzo[e][1,4]diazepin-2(3H)-one (0.5 g, 1.06 mmol) were combined in toluene (4 mL) and saturated aqueous sodium bicarbonate (2 mL) and purged with nitrogen. Tetrakis(triphenylphosphine)palladium (122 mg, 0.106 mmol) was added and the mixture was heated at 90° C. for 7.5 h. After cooling, the mix...